This data is from the Open Reaction Database (ORD), a public repository of structured organic reaction records. The task is: describe an organic reaction: reactants, conditions, products, and yield RXN SMILES: [CH3:1][C:2]1[N:7]=[C:6]([CH3:8])[C:5]([O:9][CH2:10][C@@:11]2([C:26]3[CH:31]=[CH:30][CH:29]=[C:28]([F:32])[CH:27]=3)[CH2:13][C@H:12]2[C:14]([NH:16][C:17]2[CH:22]=[CH:21][C:20]([F:23])=[C:19]([O:24]C)[N:18]=2)=[O:15])=[CH:4][N:3]=1.Cl.N1C=CC=CC=1>O>[CH3:1][C:2]1[N:7]=[C:6]([CH3:8])[C:5]([O:9][CH2:10][C@@:11]2([C:26]3[CH:31]=[CH:30][CH:29]=[C:28]([F:32])[CH:27]=3)[CH2:13][C@H:12]2[C:14]([NH:16][C:17]2[CH:22]=[CH:21][C:20]([F:23])=[C:19]([OH:24])[N:18]=2)=[O:15])=[CH:4][N:3]=1 |f:1.2|. Yields the product CC1=NC=C(C(=N1)C)OC[C@@]1([C@@H](C1)C(=O)NC1=NC(=C(C=C1)F)O)C1=CC(=CC=C1)F ((1R,2S)-2-{[(2,4-dimethylpyrimidin-5-yl)oxy]methyl}-N-(5-fluoro-6-hydroxypyridin-2-yl)-2-(3-fluorophenyl)cyclopropanecarboxamide). Conditions: temperature 115 celsius, time 2.5 hour. The yield is 44.3%. Reported procedure: A mixture of the compound 325-3 (70 mg) and pyridine hydrochloride (367 mg) was stirred at 115° C. for 2.5 hours. The temperature of the reaction solution was returned to room temperature. Thereafter, water was added to the reaction solution, and the obtained mixture was extracted with ethyl acetate. The solvent was distilled off. The obtained residue was purified by silica gel column chromatography (n-heptane:ethyl acetate (19:1 to 0:1) to ethyl acetate:methanol (9:1)). The obtained purified pr... The reactants are CC1=NC=C(C(=N1)C)OC[C@@]1([C@@H](C1)C(=O)NC1=NC(=C(C=C1)F)OC)C1=CC(=CC=C1)F ((1R,2S)-2-{[(2,4-dimethylpyrimidin-5-yl)oxy]methyl}-N-(5-fluoro-6-methoxypyridin-2-yl)-2-(3-fluorophenyl)cyclopropanecarboxamide), Cl.N1=CC=CC=C1 (pyridine hydrochloride). Run in O (water). Reactants: FC=1C=C2C(=NC1)N(C=C2C2=NC=C(C(=N2)S(=O)C)F)S(=O)(=O)C2=CC=C(C=C2)C (5-fluoro-3-(5-fluoro-4-methylsulfinyl-pyrimidin-2-yl)-1-(p-tolylsulfonyl)pyrrolo[2,3-b]pyridine), NC1CC2CC(C1C2)C(=O)O (6-aminobicyclo-[2.2.1]heptane-2-carboxylic acid), NC1CC2CC(C1C2)C(=O)O (6-aminobicyclo[2.2.1]heptane-2-carboxylic acid), C(C)(C)N(CC)C(C)C (diisopropylethylamine), [Li+].[OH-] (LiOH), FC(C(=O)O)(F)F (trifluoroacetic acid). Run in C1CCOC1 (THF), CO (MeOH). Reaction conditions: temperature 80 celsius. Yields the product FC=1C(=NC(=NC1)C1=CNC2=NC=C(C=C21)F)NC2CC1CC(C2C1)C(=O)O (6-(5-fluoro-2-(5-fluoro-1H-pyrrolo[2,3-b]pyridin-3-yl)pyrimidin-4-ylamino)bicyclo[2.2.1]heptane-2-carboxylic acid). As a reaction SMILES: [F:1][C:2]1[CH:3]=[C:4]2[C:10]([C:11]3[N:16]=[C:15](S(C)=O)[C:14]([F:20])=[CH:13][N:12]=3)=[CH:9][N:8](S(C3C=CC(C)=CC=3)(=O)=O)[C:5]2=[N:6][CH:7]=1.[NH2:31][CH:32]1[CH:37]2[CH2:38][CH:34]([CH2:35][CH:36]2[C:39]([OH:41])=[O:40])[CH2:33]1.C(N(C(C)C)CC)(C)C.[Li+].[OH-].FC(F)(F)C(O)=O>C1COCC1.CO>[F:20][C:14]1[C:15]([NH:31][CH:32]2[CH:37]3[CH2:38][CH:34]([CH2:35][CH:36]3[C:39]([OH:41])=[O:40])[CH2:33]2)=[N:16][C:11]([C:10]2[C:4]3[C:5](=[N:6][CH:7]=[C:2]([F:1])[CH:3]=3)[NH:8][CH:9]=2)=[N:12][CH:13]=1 |f:3.4|. Reported procedure: To a solution of 5-fluoro-3-(5-fluoro-4-methylsulfinyl-pyrimidin-2-yl)-1-(p-tolylsulfonyl)pyrrolo[2,3-b]pyridine (0.187 g, 0.417 mmol) and 6-aminobicyclo-[2.2.1]heptane-2-carboxylic acid, 72h, (0.080 g, 0.417 mmol) in THF (3 mL) was added diisopropylethylamine (0.291 mL, 1.670 mmol). The reaction mixture was heated at 80° C. overnight. Aqueous LiOH (3 mL of 2M solution, 6.000 mmol) was added and the mixture was heated for another 7 hours. The mixture was diluted with MeOH, neutralized with trifl... Starting materials: O=C(Cl)c1ccccc1, CN1CCCC1=O, Nc1cccc(Oc2ccc3nc(NC(=O)C4CC4)cn3n2)c1. Yields the product O=C(Nc1cccc(Oc2ccc3nc(NC(=O)C4CC4)cn3n2)c1)c1ccccc1. RXN SMILES: [C:24]([c:25]1[cH:26][cH:27][cH:28][cH:29][cH:30]1)(=[O:31])[Cl:32].[CH3:33][N:34]1[CH2:35][CH2:36][CH2:37][C:38]1=[O:39].[NH2:1][c:2]1[cH:3][c:4]([O:5][c:6]2[cH:7][cH:8][c:9]3[n:10]([n:11]2)[cH:12][c:13]([NH:15][C:16](=[O:17])[CH:18]2[CH2:19][CH2:20]2)[n:14]3)[cH:21][cH:22][cH:23]1>>[NH:1]([c:2]1[cH:3][c:4]([O:5][c:6]2[cH:7][cH:8][c:9]3[n:10]([n:11]2)[cH:12][c:13]([NH:15][C:16](=[O:17])[CH:18]2[CH2:19][CH2:20]2)[n:14]3)[cH:21][cH:22][cH:23]1)[C:24]([c:25]1[cH:26][cH:27][cH:28][cH:29][cH:30]1)=[O:31]. The reactants are C(C1=CC=CC=C1)S (Benzyl mercaptan), [OH-].[Na+] (sodium hydroxide), BrC1=CC=C(C=C1)C1=C(C(=NO1)C)CCOS(=O)(=O)C (Methanesulfonic acid 2-[5-(4-bromo-phenyl)-3-methyl-isoxazol-4-yl]-ethyl ester). Solvent: CCO (EtOH), CCOC(=O)C (EtOAc), O (H2O). Reaction conditions: temperature 70 celsius, time 2 hour. Yields the product C(C1=CC=CC=C1)SCCC=1C(=NOC1C1=CC=C(C=C1)Br)C (4-(2-Benzylsulfanyl-ethyl)-5-(4-bromo-phenyl)-3-methyl-isoxazole). RXN SMILES: [CH2:1]([SH:8])[C:2]1[CH:7]=[CH:6][CH:5]=[CH:4][CH:3]=1.[OH-].[Na+].[Br:11][C:12]1[CH:17]=[CH:16][C:15]([C:18]2[O:22][N:21]=[C:20]([CH3:23])[C:19]=2[CH2:24][CH2:25]OS(C)(=O)=O)=[CH:14][CH:13]=1>CCO.CCOC(C)=O.O>[CH2:1]([S:8][CH2:25][CH2:24][C:19]1[C:20]([CH3:23])=[N:21][O:22][C:18]=1[C:15]1[CH:16]=[CH:17][C:12]([Br:11])=[CH:13][CH:14]=1)[C:2]1[CH:7]=[CH:6][CH:5]=[CH:4][CH:3]=1 |f:1.2|. Procedure details: Benzyl mercaptan (0.06 mL, 0.45 mmol) and sodium hydroxide (0.030 g, 0.76 mmol) were combined in EtOH. Methanesulfonic acid 2-[5-(4-bromo-phenyl)-3-methyl-isoxazol-4-yl]-ethyl ester (0.161 g, 0.45 mmol) was added and the reaction was stirred at 70° C. for 2 hours. The mixture was diluted with EtOAc and H2O and separated. The organic layer was washed with H2O and brine, dried over Na2SO4, filtered, and concentrated to give the title compound. The reactants are OC(CCCl)c1ccccc1, O=C(Nc1cccc(C2CCNCC2)c1)C1CC1. Yields the product O=C(Nc1cccc(C2CCN(CCC(O)c3ccccc3)CC2)c1)C1CC1. RXN SMILES: [Cl:1][CH2:2][CH2:3][CH:4]([OH:5])[c:6]1[cH:7][cH:8][cH:9][cH:10][cH:11]1.[NH:12]1[CH2:13][CH2:14][CH:15]([c:18]2[cH:19][c:20]([NH:24][C:25](=[O:26])[CH:27]3[CH2:28][CH2:29]3)[cH:21][cH:22][cH:23]2)[CH2:16][CH2:17]1>>[CH2:2]([CH2:3][CH:4]([OH:5])[c:6]1[cH:7][cH:8][cH:9][cH:10][cH:11]1)[N:12]1[CH2:13][CH2:14][CH:15]([c:18]2[cH:19][c:20]([NH:24][C:25](=[O:26])[CH:27]3[CH2:28][CH2:29]3)[cH:21][cH:22][cH:23]2)[CH2:16][CH2:17]1. The reactants are C([O-])([O-])=O.[Cs+].[Cs+] (Cesium carbonate), CC1(OB(OC1(C)C)C=1C=NNC1)C (4-(4,4,5,5-tetramethyl-1,3,2-dioxaborolan-2-yl)-1H-pyrazole), COC([C@H]1CO1)=O ((R)-methylglycidate), Si Dimercaptotriazole, BrC=1C=C(C=C(C1)C)NC1=NC=CC(=N1)C1CC1 (N-(3-bromo-5-methylphenyl)-4-cyclopropyl-pyrimidin-2-amine), C([O-])([O-])=O.[Na+].[Na+] (sodium carbonate). Reagents/catalysts: [Pd] (palladium), C1=CC=C(C=C1)P([C-]2C=CC=C2)C3=CC=CC=C3.C1=CC=C(C=C1)P([C-]2C=CC=C2)C3=CC=CC=C3.Cl[Pd]Cl.[Fe+2].C(Cl)Cl (PdCl2(dppf) CH2Cl2). The solvent is CN(C)C=O (DMF). Run at temperature 80 celsius, time 8 hour. The product is C1(CC1)C1=NC(=NC=C1)NC=1C=C(C=C(C1)C)C=1C=NN(C1)C[C@H](C(=O)O)O ((R)-3-(4-(3-(4-cyclopropylpyrimidin-2-ylamino)-5-methylphenyl)-1H-pyrazol-1-yl)-2-hydroxypropanoic acid), ammonium salt. Reaction SMILES: C(=O)([O-])[O-].[Cs+].[Cs+].CC1(C)C(C)(C)OB([C:15]2[CH:16]=[N:17][NH:18][CH:19]=2)O1.C[O:22][C:23](=[O:27])[C@@H:24]1[O:26][CH2:25]1.Br[C:29]1[CH:30]=[C:31]([NH:36][C:37]2[N:42]=[C:41]([CH:43]3[CH2:45][CH2:44]3)[CH:40]=[CH:39][N:38]=2)[CH:32]=[C:33]([CH3:35])[CH:34]=1.C(=O)([O-])[O-].[Na+].[Na+]>CN(C=O)C.C1C=CC(P(C2C=CC=CC=2)[C-]2C=CC=C2)=CC=1.C1C=CC(P(C2C=CC=CC=2)[C-]2C=CC=C2)=CC=1.Cl[Pd]Cl.[Fe+2].C(Cl)Cl.[Pd]>[CH:43]1([C:41]2[CH:40]=[CH:39][N:38]=[C:37]([NH:36][C:31]3[CH:30]=[C:29]([C:15]4[CH:19]=[N:18][N:17]([CH2:25][C@@H:24]([OH:26])[C:23]([OH:22])=[O:27])[CH:16]=4)[CH:34]=[C:33]([CH3:35])[CH:32]=3)[N:42]=2)[CH2:45][CH2:44]1 |f:0.1.2,6.7.8,10.11.12.13.14|. Procedure: Cesium carbonate (65.2 mg, 0.20 mmol) was added along with 4-(4,4,5,5-tetramethyl-1,3,2-dioxaborolan-2-yl)-1H-pyrazole (19.40 mg, 0.100 mmol) dissolved in DMF (1000 μL) and (R)-methylglycidate (10 μL, 0.11 mmol) was added to vial. The reaction was warmed to 80° C. and stirred overnight. PdCl2(dppf)-CH2Cl2 (8.17 mg, 10.00 μmol) was added directly to the reaction mixture along with N-(3-bromo-5-methylphenyl)-4-cyclopropyl-pyrimidin-2-amine (30 mg, 0.1 mmol) and sodium carbonate (2M in water, 100 μ...